This data is from the Open Reaction Database (ORD), a public repository of structured organic reaction records. The task is: describe an organic reaction: reactants, conditions, products, and yield Reactants: [Br-], CCOC(=O)c1cn(CC)c2cc(Br)c(F)cc2c1=O, CCOC(C)=O, C=C[Mg+], [Cl-], [Cl-], [Cl-], [NH4+], C1CCOC1, [Zn+2], c1ccc(P(c2ccccc2)(c2ccccc2)[Pd](P(c2ccccc2)(c2ccccc2)c2ccccc2)(P(c2ccccc2)(c2ccccc2)c2ccccc2)P(c2ccccc2)(c2ccccc2)c2ccccc2)cc1. The product is C=Cc1cc2c(cc1F)c(=O)c(C(=O)OCC)cn2CC. As a reaction SMILES: [Br-:1].[CH2:5]([CH3:6])[n:7]1[cH:8][c:9]([C:20](=[O:21])[O:22][CH2:23][CH3:24])[c:10](=[O:19])[c:11]2[cH:12][c:13]([F:18])[c:14]([Br:17])[cH:15][c:16]12.[CH3:25][CH2:26][O:27][C:28](=[O:29])[CH3:30].[CH:2](=[CH2:3])[Mg+:4].[Cl-:31].[Cl-:38].[Cl-:40].[NH4+:32].[O:33]1[CH2:34][CH2:35][CH2:36][CH2:37]1.[Zn+2:39].[cH:41]1[cH:42][cH:43][c:44]([P:45]([Pd:46]([P:47]([c:48]2[cH:49][cH:50][cH:51][cH:52][cH:53]2)([c:54]2[cH:55][cH:56][cH:57][cH:58][cH:59]2)[c:60]2[cH:61][cH:62][cH:63][cH:64][cH:65]2)([P:66]([c:67]2[cH:68][cH:69][cH:70][cH:71][cH:72]2)([c:73]2[cH:74][cH:75][cH:76][cH:77][cH:78]2)[c:79]2[cH:80][cH:81][cH:82][cH:83][cH:84]2)[P:85]([c:86]2[cH:87][cH:88][cH:89][cH:90][cH:91]2)([c:92]2[cH:93][cH:94][cH:95][cH:96][cH:97]2)[c:98]2[cH:99][cH:100][cH:101][cH:102][cH:103]2)([c:104]2[cH:105][cH:106][cH:107][cH:108][cH:109]2)[c:110]2[cH:111][cH:112][cH:113][cH:114][cH:115]2)[cH:116][cH:117]1>>[CH:2](=[CH2:3])[c:14]1[c:13]([F:18])[cH:12][c:11]2[c:10](=[O:19])[c:9]([C:20](=[O:21])[O:22][CH2:23][CH3:24])[cH:8][n:7]([CH2:5][CH3:6])[c:16]2[cH:15]1. The reactants are C1(CC1)C=1N=C2N(C=C(C=C2)N2C(C=C(C=C2)O)=O)C1C (1-(2-cyclopropyl-3-methylimidazo[1,2-a]pyridin-6-yl)-4-hydroxypyridin-2(1H)-one), FC=1C=C(C=CC1F)CO ((3,4-difluorophenyl)methanol), C(CCC)P(CCCC)CCCC (tributylphosphine), N(=NC(=O)N1CCCCC1)C(=O)N1CCCCC1 (1,1′-(azodicarbonyl)dipiperidine). Solvent: C1CCOC1 (THF). Conditions: temperature 60 celsius, time 4 hour. Yields the product C1(CC1)C=1N=C2N(C=C(C=C2)N2C(C=C(C=C2)OCC2=CC(=C(C=C2)F)F)=O)C1C (1-(2-Cyclopropyl-3-methylimidazo[1,2-a]pyridin-6-yl)-4-((3,4-difluorobenzyl)oxy)pyridin-2(1H)-one). The yield is 18.4%. Reaction SMILES: [CH:1]1([C:4]2[N:5]=[C:6]3[CH:11]=[CH:10][C:9]([N:12]4[CH:17]=[CH:16][C:15]([OH:18])=[CH:14][C:13]4=[O:19])=[CH:8][N:7]3[C:20]=2[CH3:21])[CH2:3][CH2:2]1.[F:22][C:23]1[CH:24]=[C:25]([CH2:30]O)[CH:26]=[CH:27][C:28]=1[F:29].C(P(CCCC)CCCC)CCC.N(C(N1CCCCC1)=O)=NC(N1CCCCC1)=O>C1COCC1>[CH:1]1([C:4]2[N:5]=[C:6]3[CH:11]=[CH:10][C:9]([N:12]4[CH:17]=[CH:16][C:15]([O:18][CH2:30][C:25]5[CH:26]=[CH:27][C:28]([F:29])=[C:23]([F:22])[CH:24]=5)=[CH:14][C:13]4=[O:19])=[CH:8][N:7]3[C:20]=2[CH3:21])[CH2:3][CH2:2]1. Procedure details: To a solution of 1-(2-cyclopropyl-3-methylimidazo[1,2-a]pyridin-6-yl)-4-hydroxypyridin-2(1H)-one (150 mg), (3,4-difluorophenyl)methanol (153 mg) and tributylphosphine (322 mg) in THF (15 ml) was added 1,1′-(azodicarbonyl)dipiperidine (401 mg). The mixture was stirred under sonication at 60° C. for 4 h. The reaction mixture was then cooled to room temperature, and concentrated in vacuo. The residue was diluted with DCM, washed with water and brine, dried over Na2SO4 and concentrated in vacuo. The... The reactants are [BH3-]C#N, CC(=O)[O-], CO, Cl, Cl, [NH4+], [Na+], CC(=O)CCc1cccnc1. The product is CC(N)CCc1cccnc1. RXN SMILES: [C:13](#[N:14])[BH3-:15].[CH3:18][C:19](=[O:20])[O-:21].[CH3:23][OH:24].[ClH:1].[ClH:22].[NH4+:17].[Na+:16].[n:2]1[cH:3][c:4]([CH2:8][CH2:9][C:10]([CH3:11])=[O:12])[cH:5][cH:6][cH:7]1>>[n:2]1[cH:3][c:4]([CH2:8][CH2:9][CH:10]([CH3:11])[NH2:14])[cH:5][cH:6][cH:7]1. Procedure details: To a solution of (E)-methyl 3-(4-((2-formyl-6-methoxybenzo[b]thiophen-3-yl)oxy)phenyl)acrylate (30 mg, 0.081 mmol) and 1-((l-isocyano-2-methylpropyl)sulfonyl)-4-methylbenzene (38.7 mg, 0.163 mmol) in MeOH (1.5 mL) at room temperature was added NaOMe (13.20 mg, 0.244 mmol) as a solid. The resulting mixture was warmed to 80° C. for 3 h after which time the reaction was quenched by addition of brine and extracted with EtOAc (2×). The combined organic layers were dried over anhydrous Na2SO4, filtere... Reaction conditions: temperature 80 celsius. The reactants are C(=O)C1=C(C2=C(S1)C=C(C=C2)OC)OC2=CC=C(C=C2)/C=C/C(=O)OC ((E)-methyl 3-(4-((2-formyl-6-methoxybenzo[b]thiophen-3-yl)oxy)phenyl)acrylate), [N+](#[C-])C(C(C)C)S(=O)(=O)C1=CC=C(C=C1)C (1-((l-isocyano-2-methylpropyl)sulfonyl)-4-methylbenzene), C[O-].[Na+] (NaOMe). Run in CO (MeOH). Isolated yield 27.2%. Product: C(C)(C)C=1N=COC1C1=C(C2=C(S1)C=C(C=C2)OC)OC2=CC=C(C=C2)/C=C/C(=O)OC ((E)-methyl 3-(4-((2-(4-isopropyloxazol-5-yl)-6-methoxybenzo[b]thiophen-3-yl)oxy)phenyl)acrylate). RXN SMILES: [CH:1]([C:3]1[S:7][C:6]2[CH:8]=[C:9]([O:12][CH3:13])[CH:10]=[CH:11][C:5]=2[C:4]=1[O:14][C:15]1[CH:20]=[CH:19][C:18](/[CH:21]=[CH:22]/[C:23]([O:25][CH3:26])=[O:24])=[CH:17][CH:16]=1)=[O:2].[N+:27]([CH:29](S(C1C=CC(C)=CC=1)(=O)=O)[CH:30]([CH3:32])[CH3:31])#[C-:28].C[O-].[Na+]>CO>[CH:30]([C:29]1[N:27]=[CH:28][O:2][C:1]=1[C:3]1[S:7][C:6]2[CH:8]=[C:9]([O:12][CH3:13])[CH:10]=[CH:11][C:5]=2[C:4]=1[O:14][C:15]1[CH:20]=[CH:19][C:18](/[CH:21]=[CH:22]/[C:23]([O:25][CH3:26])=[O:24])=[CH:17][CH:16]=1)([CH3:32])[CH3:31] |f:2.3|. Reactants: OCCC1=C(O)C=CC=C1O (o-(2-hydroxyethyl)resorcinol), C(C1=CC=CC=C1)Cl (benzyl chloride), C([O-])([O-])=O.[K+].[K+] (potassium carbonate), CC(=O)C (acetone). Product: C1(=CC=CC=C1)COC=1C=C(OCCO)C=CC1 (2-[3-(Phenylmethoxy)phenoxy]ethanol). Yield: 92.0%. As a reaction SMILES: OCC[C:4]1[C:10]([OH:11])=[CH:9][CH:8]=[CH:7][C:5]=1[OH:6].[CH2:12](Cl)[C:13]1[CH:18]=[CH:17][CH:16]=[CH:15][CH:14]=1.C(=O)([O-])[O-].[K+].[K+].[CH3:26][C:27](C)=[O:28]>>[C:13]1([CH2:12][O:11][C:10]2[CH:4]=[C:5]([CH:7]=[CH:8][CH:9]=2)[O:6][CH2:26][CH2:27][OH:28])[CH:18]=[CH:17][CH:16]=[CH:15][CH:14]=1 |f:2.3.4|. Reported procedure: A slurry of 38.6 g (0.25 mole) of o-(2-hydroxyethyl)resorcinol (Lancaster), 44.3 g (0.35 mole) of benzyl chloride, and 55.2 g (0.40 mole) of potassium carbonate in 200 ml of acetone was stirred and heated at reflux for 72 hr. The reaction mixture was filtered and the filtrate was concentrated under vacuum. The crystalline residue was recrystallized from toluene/petroleum ether to give 56.3 g (92%) of the title compound as white flakes, mp 40.5°-43.5° C. Conditions: time 5 hour. The yield is 97.1%. Reactants: P(C)(C)C (Me3P), C(C)(C)(C)OC(N(C1CC1)CC1=C(C=CC(=C1)CCN=[N+]=[N-])Cl)=O ([5-(2-azido-ethyl)-2-chloro-benzyl]-cyclopropyl-carbamic acid tert-butyl ester), P(=O)([O-])([O-])[O-] (Phosphate). Yields the product C(C)(C)(C)OC(N(C1CC1)CC1=C(C=CC(=C1)CCN)Cl)=O ([5-(2-Amino-ethyl)-2-chloro-benzyl]-cyclopropyl-carbamic Acid tert-butyl Ester). Solvent: C1CCOC1 (THF). RXN SMILES: P(C)(C)C.[C:5]([O:9][C:10](=[O:28])[N:11]([CH2:15][C:16]1[CH:21]=[C:20]([CH2:22][CH2:23][N:24]=[N+]=[N-])[CH:19]=[CH:18][C:17]=1[Cl:27])[CH:12]1[CH2:14][CH2:13]1)([CH3:8])([CH3:7])[CH3:6].P([O-])([O-])([O-])=O>C1COCC1>[C:5]([O:9][C:10](=[O:28])[N:11]([CH2:15][C:16]1[CH:21]=[C:20]([CH2:22][CH2:23][NH2:24])[CH:19]=[CH:18][C:17]=1[Cl:27])[CH:12]1[CH2:13][CH2:14]1)([CH3:8])([CH3:6])[CH3:7]. Procedure details: Me3P (1M in toluene, 4.20 mL, 4.20 mmol) was added to a sol. of [5-(2-azido-ethyl)-2-chloro-benzyl]-cyclopropyl-carbamic acid tert-butyl ester (1.49 g, 4.25 mmol) in THF (13.0 mL), and the mixture was stirred at rt for 5 h. Phosphate buffer (pH 7.4, DPBS Gibco 14200, diluted 10×) was added, and the mixture was extracted with CH2Cl2 several times. The combined org. extracts were dried over MgSO4, filtered, and the solvents were removed under reduced pressure. Drying the residue under high vacuum ...